This data is from the Open Reaction Database (ORD), a public repository of structured organic reaction records. The task is: describe an organic reaction: reactants, conditions, products, and yield The reactants are S(=O)(Cl)Cl (Thionyl chloride), ClC=1C(=C(C(=O)N)C=C(C1)C(F)(F)F)F (3-chloro-2-fluoro-5-(trifluoromethyl) benzamide), CN(C=O)C (dimethylformamide), C([O-])([O-])=O.[K+].[K+] (potassium carbonate). The solvent is CCCCC (pentane). Reaction conditions: time 1 hour. Yields the product ClC=1C(=C(C#N)C=C(C1)C(F)(F)F)F (3-chloro-2-fluoro-5-(trifluoromethyl) benzonitrile). The yield is 71.0%. RXN SMILES: S(Cl)(Cl)=O.[Cl:5][C:6]1[C:7]([F:19])=[C:8]([CH:12]=[C:13]([C:15]([F:18])([F:17])[F:16])[CH:14]=1)[C:9]([NH2:11])=O.CN(C)C=O.C(=O)([O-])[O-].[K+].[K+]>CCCCC>[Cl:5][C:6]1[C:7]([F:19])=[C:8]([CH:12]=[C:13]([C:15]([F:17])([F:18])[F:16])[CH:14]=1)[C:9]#[N:11] |f:3.4.5|. Procedure: Thionyl chloride, 6.0 g (50 mmol) was added to a slurry of 4.0 g (16 mmol) 3-chloro-2-fluoro-5-(trifluoromethyl) benzamide and 15 mL dimethylformamide at 0° C. After stirring for one hour the reaction mixture was diluted with 25 mL pentane and neutralized by dropwise addition of a saturated potassium carbonate solution and filtered. The pentane solution was dried and distilled to yield 3-chloro-2-fluoro-5-(trifluoromethyl) benzonitrile in 71% yield, bp 75°-85° C./20 mm Hg. The reactants are CCO, Cl, O=C1c2ccccc2C(=O)N1CC(=CF)c1ccccc1, NN, O, O. The product is NCC(=CF)c1ccccc1. Reaction SMILES: [CH3:27][CH2:28][OH:29].[ClH:25].[F:1][CH:2]=[C:3]([CH2:4][N:5]1[C:6](=[O:7])[c:8]2[cH:9][cH:10][cH:11][cH:12][c:13]2[C:14]1=[O:15])[c:16]1[cH:17][cH:18][cH:19][cH:20][cH:21]1.[NH2:23][NH2:24].[OH2:22].[OH2:26]>>[F:1][CH:2]=[C:3]([CH2:4][NH2:5])[c:16]1[cH:17][cH:18][cH:19][cH:20][cH:21]1. Reactants: COC(=O)C(Cc1ccccc1OCc1ccccc1)C(O)C1CCCCC1, [K+], [OH-]. The product is O=C(O)C(Cc1ccccc1OCc1ccccc1)C(O)C1CCCCC1. Reaction SMILES: [CH2:1]([c:2]1[cH:3][cH:4][cH:5][cH:6][cH:7]1)[O:8][c:9]1[c:10]([CH2:15][CH:16]([C:17](=[O:18])[O:19][CH3:20])[CH:21]([OH:22])[CH:23]2[CH2:24][CH2:25][CH2:26][CH2:27][CH2:28]2)[cH:11][cH:12][cH:13][cH:14]1.[K+:30].[OH-:29]>>[CH2:1]([c:2]1[cH:3][cH:4][cH:5][cH:6][cH:7]1)[O:8][c:9]1[c:10]([CH2:15][CH:16]([C:17](=[O:18])[OH:19])[CH:21]([OH:22])[CH:23]2[CH2:24][CH2:25][CH2:26][CH2:27][CH2:28]2)[cH:11][cH:12][cH:13][cH:14]1. The reactants are C(C)(=O)[O-].[Na+] (Sodium acetate), NCC1=CC=C(C=C1)C=1C(=CC=CC1)C(=O)OC (4'-aminomethyl(1,1'-biphenyl)-2-carboxylic acid, methyl ester), ClC1=NC(=NC2=CC=CC=C12)C(F)(F)F (4-chloro-2-trifluoromethylquinazoline). Solvent: O1CCCC1 (tetrahydrofuran). Reaction conditions: time 72 hour. Yields the product COC(=O)C=1C(=CC=CC1)C1=CC=C(C=C1)CNC1=NC(=NC2=CC=CC=C12)C(F)(F)F (4'-[[[2-trifluoromethyl-4-quinazolinyl]amino]methyl][1,1'-biphenyl]-2-carboxylic acid methyl ester). Isolated yield 110.8%. Reaction SMILES: C([O-])(=O)C.[Na+].[NH2:6][CH2:7][C:8]1[CH:13]=[CH:12][C:11]([C:14]2[C:15]([C:20]([O:22][CH3:23])=[O:21])=[CH:16][CH:17]=[CH:18][CH:19]=2)=[CH:10][CH:9]=1.Cl[C:25]1[C:34]2[C:29](=[CH:30][CH:31]=[CH:32][CH:33]=2)[N:28]=[C:27]([C:35]([F:38])([F:37])[F:36])[N:26]=1>O1CCCC1>[CH3:23][O:22][C:20]([C:15]1[C:14]([C:11]2[CH:12]=[CH:13][C:8]([CH2:7][NH:6][C:25]3[C:34]4[C:29](=[CH:30][CH:31]=[CH:32][CH:33]=4)[N:28]=[C:27]([C:35]([F:37])([F:38])[F:36])[N:26]=3)=[CH:9][CH:10]=2)=[CH:19][CH:18]=[CH:17][CH:16]=1)=[O:21] |f:0.1|. Procedure: Sodium acetate (2.34 g), 4'-aminomethyl(1,1'-biphenyl)-2-carboxylic acid, methyl ester (1.99 g) and 1.66 g of 4-chloro-2-trifluoromethylquinazoline were added to 50 mL of tetrahydrofuran. The resulting suspension was stirred at 40°-50° C. for 72 hours. All the THF was removed by evaporation and the residue was partitioned between ethyl acetate and brine. The organic layer was dried over anhydrous magnesium sulfate, filtered and evaporated. The residue was purified on silica gel chromatography to... Reactants: CN1C[C@H]([C@H](CC1)O)C1=CC=CC=C1 (cis-1-methyl-3-phenyl-4-piperidinol), BrC=1C=C(C=CC1)O (m-bromophenol), C1(=CC=CC=C1)P(C1=CC=CC=C1)C1=CC=CC=C1 (triphenylphosphine), N(=NC(=O)OCC)C(=O)OCC (diethyl azodicarboxylate), C(\C=C\C(=O)O)(=O)O (fumaric acid). The solvent is C1=CC=CC=C1 (benzene), CO.CC(=O)C (methanol acetone), C(C)O (ethanol), CCOCC (ether), CCOCC (ether), CCOCC (ether), C1=CC=CC=C1 (benzene). Run at time 8 hour. The product is C(\C=C\C(=O)O)(=O)O.BrC=1C=C(O[C@H]2[C@@H](CN(CC2)C)C2=CC=CC=C2)C=CC1 (Trans-4-(3-bromophenoxy)-1-methyl-3-phenylpiperidine fumarate). Reaction SMILES: [CH3:1][N:2]1[CH2:7][CH2:6][C@H:5]([OH:8])[C@H:4]([C:9]2[CH:14]=[CH:13][CH:12]=[CH:11][CH:10]=2)[CH2:3]1.[Br:15][C:16]1[CH:17]=[C:18](O)[CH:19]=[CH:20][CH:21]=1.C1(P(C2C=CC=CC=2)C2C=CC=CC=2)C=CC=CC=1.N(C(OCC)=O)=NC(OCC)=O.[C:54]([OH:61])(=[O:60])/[CH:55]=[CH:56]/[C:57]([OH:59])=[O:58]>C1C=CC=CC=1.CCOCC.CO.CC(C)=O.C(O)C>[C:54]([OH:61])(=[O:60])/[CH:55]=[CH:56]/[C:57]([OH:59])=[O:58].[Br:15][C:16]1[CH:21]=[C:20]([CH:19]=[CH:18][CH:17]=1)[O:8][C@@H:5]1[CH2:6][CH2:7][N:2]([CH3:1])[CH2:3][C@H:4]1[C:9]1[CH:14]=[CH:13][CH:12]=[CH:11][CH:10]=1 |f:7.8,10.11|. Reported procedure: To a mixture of 4.78 g of cis-1-methyl-3-phenyl-4-piperidinol, 4.76 g of m-bromophenol, 7.21 g of triphenylphosphine and 125 ml of anhydrous benzene is added, dropwise at 5°-10° C. under nitrogen over a 45-minute period, a solution of 4.79 g of diethyl azodicarboxylate in benzene (100 ml). After the addition is complete the mixture is stirred overnight at room temperature, filtered and concentrated in vacuo. The residue is triturated overnight in a stoppered flask with hexane (250 ml). The hexan...